Dataset: the Open Reaction Database (ORD), a public repository of structured organic reaction records. Task: describe an organic reaction: reactants, conditions, products, and yield The reactants are CCNCC, CO, COc1ccc(C(=O)c2cn(Cc3cccc(NC(=O)C(F)(F)F)n3)c3ccccc3c2=O)cc1C. The product is COc1ccc(C(=O)c2cn(Cc3cccc(N)n3)c3ccccc3c2=O)cc1C. Reaction SMILES: [CH2:37]([NH:38][CH2:39][CH3:40])[CH3:41].[CH3:42][OH:43].[F:1][C:2]([F:3])([F:4])[C:35]([NH:5][c:6]1[n:7][c:8]([CH2:12][n:13]2[cH:14][c:15]([C:24]([c:25]3[cH:26][c:27]([CH3:33])[c:28]([O:31][CH3:32])[cH:29][cH:30]3)=[O:34])[c:16](=[O:23])[c:17]3[cH:18][cH:19][cH:20][cH:21][c:22]23)[cH:9][cH:10][cH:11]1)=[O:36]>>[NH2:5][c:6]1[n:7][c:8]([CH2:12][n:13]2[cH:14][c:15]([C:24]([c:25]3[cH:26][c:27]([CH3:33])[c:28]([O:31][CH3:32])[cH:29][cH:30]3)=[O:34])[c:16](=[O:23])[c:17]3[cH:18][cH:19][cH:20][cH:21][c:22]23)[cH:9][cH:10][cH:11]1.